From a dataset of the Open Reaction Database (ORD), a public repository of structured organic reaction records. describe an organic reaction: reactants, conditions, products, and yield Starting materials: BrC=1C=C(C=CC1)S (3-bromothiophenol), ClCC(CC)=O (1-chloro-butan-2-one). Yields the product BrC=1C=C(C=CC1)SCC(CC)=O (1-(3-Bromo-phenylsulfanyl)-butan-2-one). RXN SMILES: [Br:1][C:2]1[CH:3]=[C:4]([SH:8])[CH:5]=[CH:6][CH:7]=1.Cl[CH2:10][C:11](=[O:14])[CH2:12][CH3:13]>>[Br:1][C:2]1[CH:3]=[C:4]([S:8][CH2:10][C:11](=[O:14])[CH2:12][CH3:13])[CH:5]=[CH:6][CH:7]=1. Procedure details: Prepared according to the procedure described in Example 1, Step 1, using the following starting materials: 3-bromothiophenol and 1-chloro-butan-2-one. Starting materials: C(C1=CC=CC=C1)NC1=CC(=C(C=N1)N(C(C(C)(C)C1=CC(=CC(=C1)C(F)(F)F)C(F)(F)F)=O)C)C1=C(C=CC=C1)C (N-(6-benzylamino-4-o-tolyl-pyridin-3-yl)-2-(3,5-bis-trifluoromethyl-phenyl)-N-methyl-isobutyramide), solution, Cl (hydrochloric acid). Reagents/catalysts: [Pd] (palladium on activated charcoal). Solvent: C(C)O (ethanol), CO (methanol). Product: NC1=CC(=C(C=N1)N(C(C(C)(C)C1=CC(=CC(=C1)C(F)(F)F)C(F)(F)F)=O)C)C1=C(C=CC=C1)C (N-(6-Amino-4-o-tolyl-pyridin-3-yl)-2-(3,5-bis-trifluoromethyl-phenyl)-N-methyl-isobutyramide). The yield is 81.0%. Reaction SMILES: C([NH:8][C:9]1[N:14]=[CH:13][C:12]([N:15]([CH3:35])[C:16](=[O:34])[C:17]([C:20]2[CH:25]=[C:24]([C:26]([F:29])([F:28])[F:27])[CH:23]=[C:22]([C:30]([F:33])([F:32])[F:31])[CH:21]=2)([CH3:19])[CH3:18])=[C:11]([C:36]2[CH:41]=[CH:40][CH:39]=[CH:38][C:37]=2[CH3:42])[CH:10]=1)C1C=CC=CC=1.Cl>C(O)C.CO.[Pd]>[NH2:8][C:9]1[N:14]=[CH:13][C:12]([N:15]([CH3:35])[C:16](=[O:34])[C:17]([C:20]2[CH:21]=[C:22]([C:30]([F:31])([F:32])[F:33])[CH:23]=[C:24]([C:26]([F:29])([F:27])[F:28])[CH:25]=2)([CH3:19])[CH3:18])=[C:11]([C:36]2[CH:41]=[CH:40][CH:39]=[CH:38][C:37]=2[CH3:42])[CH:10]=1. Procedure: A solution of 750 mg (1.28 mmol) N-(6-benzylamino-4-o-tolyl-pyridin-3-yl)-2-(3,5-bis-trifluoromethyl-phenyl)-N-methyl-isobutyramide (Example 73, step d) in 25 ml of a 5 N solution of hydrochloric acid in ethanol was evaporated to dryness and the residue was dissolved in 30 ml methanol and hydrogenated in the presence of 60 mg 10% palladium on activated charcoal (room temperature, 10 bar) for 20 h. After filtration of the catalyst and evaporation of the solvent the residue was dissolved in 30 ml ... Reactants: CNC(NNC1=CC=CC=C1)=S (4-methyl-1-phenylthiosemicarbazide), C(=O)(OCC)CCC(=O)Cl (β-carboethoxypropionyl chloride). The solvent is C1(=CC=CC=C1)C (toluene). Run at temperature 80 celsius. The product is CNC(NN(C(CCC(=O)OCC)=O)C1=CC=CC=C1)=S (4-methyl-1-phenyl-1-(β-carboethoxypropionyl)thiosemicarbazide). RXN SMILES: [CH3:1][NH:2][C:3](=[S:12])[NH:4][NH:5][C:6]1[CH:11]=[CH:10][CH:9]=[CH:8][CH:7]=1.[C:13]([CH2:18][CH2:19][C:20](Cl)=[O:21])([O:15][CH2:16][CH3:17])=[O:14]>C1(C)C=CC=CC=1>[CH3:1][NH:2][C:3](=[S:12])[NH:4][N:5]([C:6]1[CH:7]=[CH:8][CH:9]=[CH:10][CH:11]=1)[C:20](=[O:21])[CH2:19][CH2:18][C:13]([O:15][CH2:16][CH3:17])=[O:14]. Procedure: With 100 ml of toluene was mixed 18.1 g of 4-methyl-1-phenylthiosemicarbazide as prepared in Synthesis Example 1, and 18.1 g of β-carboethoxypropionyl chloride was added thereto. The mixture was heated at 80° C. for 3 hours and then cooled to obtain crystals of 4-methyl-1-phenyl-1-(β-carboethoxypropionyl)thiosemicarbazide. Ten grams of the product was suspended in 70 ml of ethanol, followed by heat refluxing, and a small amount of sodium ethoxide was added to the reaction mixture. The reaction m... Reactants: CCCCc1ccc(C#Cc2ccc(CN(Cc3cccc4ccccc34)c3ccc4c(c3)C(=O)OC(C)(C)O4)cc2)cc1, [Cl-], Cl, [Li+], [Na+], C1COCCO1, [OH-], O, O. Yields the product CCCCc1ccc(C#Cc2ccc(CN(Cc3cccc4ccccc34)c3ccc(O)c(C(=O)O)c3)cc2)cc1, Cl. As a reaction SMILES: [CH2:1]([CH2:2][CH2:3][CH3:4])[c:5]1[cH:6][cH:7][c:8]([C:11]#[C:12][c:13]2[cH:14][cH:15][c:16]([CH2:17][N:18]([c:19]3[cH:20][c:21]4[c:22]([cH:30][cH:31]3)[O:23][C:24]([CH3:28])([CH3:29])[O:25][C:26]4=[O:27])[CH2:32][c:33]3[cH:34][cH:35][cH:36][c:37]4[cH:38][cH:39][cH:40][cH:41][c:42]34)[cH:43][cH:44]2)[cH:9][cH:10]1.[Cl-:49].[ClH:48].[Li+:46].[Na+:50].[O:51]1[CH2:52][CH2:53][O:54][CH2:55][CH2:56]1.[OH-:45].[OH2:47].[OH2:57]>>[CH2:1]([CH2:2][CH2:3][CH3:4])[c:5]1[cH:6][cH:7][c:8]([C:11]#[C:12][c:13]2[cH:14][cH:15][c:16]([CH2:17][N:18]([c:19]3[cH:20][c:21]([C:26](=[O:25])[OH:27])[c:22]([OH:23])[cH:30][cH:31]3)[CH2:32][c:33]3[cH:34][cH:35][cH:36][c:37]4[cH:38][cH:39][cH:40][cH:41][c:42]34)[cH:43][cH:44]2)[cH:9][cH:10]1.[ClH:48]. Solvent: O (H2O), C1CCOC1 (THF), O (H2O). Yields the product C(CCC)C=1C(=NC(=NC1C1=CC=CC=C1)OCC(C)C)CN(CC1=CC2=C(OCCO2)C=C1)CC1=CC=C(C(=O)O)C=C1 (4-{[(5-butyl-2-isobutoxy-6-phenyl-pyrimidin-4-ylmethyl)-(2,3-dihydro-benzo[1,4]dioxin-6-ylmethyl)-amino]-methyl}-benzoic acid). The reagents and catalysts are CC(=O)O (AcOH). RXN SMILES: [H-].[Na+].C[O:4][C:5](=[O:43])[C:6]1[CH:11]=[CH:10][C:9]([CH2:12][N:13]([CH2:25][C:26]2[C:31]([CH2:32][CH2:33][CH2:34][CH3:35])=[C:30]([C:36]3[CH:41]=[CH:40][CH:39]=[CH:38][CH:37]=3)[N:29]=[C:28](Cl)[N:27]=2)[CH2:14][C:15]2[CH:24]=[CH:23][C:18]3[O:19][CH2:20][CH2:21][O:22][C:17]=3[CH:16]=2)=[CH:8][CH:7]=1.[CH2:44]([OH:48])[CH:45]([CH3:47])[CH3:46]>C1COCC1.CC(O)=O.O>[CH2:32]([C:31]1[C:26]([CH2:25][N:13]([CH2:12][C:9]2[CH:10]=[CH:11][C:6]([C:5]([OH:4])=[O:43])=[CH:7][CH:8]=2)[CH2:14][C:15]2[CH:24]=[CH:23][C:18]3[O:19][CH2:20][CH2:21][O:22][C:17]=3[CH:16]=2)=[N:27][C:28]([O:48][CH2:44][CH:45]([CH3:47])[CH3:46])=[N:29][C:30]=1[C:36]1[CH:41]=[CH:40][CH:39]=[CH:38][CH:37]=1)[CH2:33][CH2:34][CH3:35] |f:0.1|. Procedure: NaH (60% dispersion in mineral oil) (40 mg) is added to a solution of 4-{[(5-butyl-2-chloro-6-phenyl-pyrimidin-4-ylmethyl)-(2,3-dihydro-benzo[1,4]dioxin-6-ylmethyl)-amino]-methyl}-benzoic acid methyl ester (46 mg, 0.0804 mmol) in THF (3 mL) containing isobutyl alcohol (0.5 mL) at room temperature. The mixture is stirred at room temperature for 5 minutes and then at reflux for 2 hours. Next, H2O (0.5 mL) is added and heating is continued for an additional 30 minutes. After cooling to room tempera... Conditions: time 5 minute. The reactants are [H-].[Na+] (NaH), COC(C1=CC=C(C=C1)CN(CC1=CC2=C(OCCO2)C=C1)CC1=NC(=NC(=C1CCCC)C1=CC=CC=C1)Cl)=O (4-{[(5-butyl-2-chloro-6-phenyl-pyrimidin-4-ylmethyl)-(2,3-dihydro-benzo[1,4]dioxin-6-ylmethyl)-amino]-methyl}-benzoic acid methyl ester), C(C(C)C)O (isobutyl alcohol). Reactants: N1N=CC(=C1)C(=O)OCC (Ethyl pyrazole-4-carboxylate), [H-].[Na+] (NaH), C(C1=CC=CC=C1)(C1=CC=CC=C1)(C1=CC=CC=C1)Cl (trityl chloride). The solvent is CN(C)C=O (DMF). Conditions: time 3 day. The product is C(C1=CC=CC=C1)(C1=CC=CC=C1)(C1=CC=CC=C1)N1N=CC(=C1)C(=O)OCC (Ethyl 1-tritylpyrazole-4-carboxylate). The yield is 82.0%. Reaction SMILES: [NH:1]1[CH:5]=[C:4]([C:6]([O:8][CH2:9][CH3:10])=[O:7])[CH:3]=[N:2]1.[H-].[Na+].[C:13](Cl)([C:26]1[CH:31]=[CH:30][CH:29]=[CH:28][CH:27]=1)([C:20]1[CH:25]=[CH:24][CH:23]=[CH:22][CH:21]=1)[C:14]1[CH:19]=[CH:18][CH:17]=[CH:16][CH:15]=1>CN(C=O)C>[C:13]([N:1]1[CH:5]=[C:4]([C:6]([O:8][CH2:9][CH3:10])=[O:7])[CH:3]=[N:2]1)([C:14]1[CH:19]=[CH:18][CH:17]=[CH:16][CH:15]=1)([C:26]1[CH:27]=[CH:28][CH:29]=[CH:30][CH:31]=1)[C:20]1[CH:21]=[CH:22][CH:23]=[CH:24][CH:25]=1 |f:1.2|. Procedure details: Ethyl pyrazole-4-carboxylate (W. Holtzer, G. Seiringer, J. Heterocyclic Chem., 1993, 30, 865) (1.7 g, 12.1 mmol) and NaH (680 mg, 60% in mineral oil, 16.94 mmol) reacted in dry DMF for 1 h. Then, trityl chloride (3.373 g, 12.1 mmol) was added, and the reaction mixture stirred for 3 days at room temperature. The title compound was recovered as described in example 2a for 3,5-dimethyl-4-ethylacetate-1-tritylpyrazole. Yield: 82% (3.79 g, 4 mmol). Reactants: NC=1C=CC2=C(N(C(=N2)N(C(=O)OC(C)(C)C)C(=O)OC(C)(C)C)C(=O)OC(C)(C)C)C1 (tert-butyl 6-amino-2-(bis(tert-butoxycarbonyl)amino)-1H-benzo[d]imidazole-1-carboxylate), ClCCl (dichoromethane), C1(OC(C2=CC=CC=C12)=O)=O (isobenzofuran-1,3-dione). Run in CCOCC (ether). Reaction conditions: time 24 hour. The product is Cl.NC1=NC2=C(N1)C=C(C=C2)NC(=O)C2=C(C(=O)O)C=CC=C2 (2-(2-amino-1H-benzo[d]imidazol-6-ylcarbamoyl)benzoic acid hydrochloride). The yield is 81.0%. Reaction SMILES: [NH2:1][C:2]1[CH:3]=[CH:4][C:5]2[N:9]=[C:8]([N:10](C(OC(C)(C)C)=O)C(OC(C)(C)C)=O)[N:7](C(OC(C)(C)C)=O)[C:6]=2[CH:32]=1.[Cl:33]CCl.[C:36]1(=[O:46])[C:44]2[C:39](=[CH:40][CH:41]=[CH:42][CH:43]=2)[C:38](=[O:45])[O:37]1>CCOCC>[ClH:33].[NH2:10][C:8]1[NH:7][C:6]2[CH:32]=[C:2]([NH:1][C:38]([C:39]3[CH:40]=[CH:41][CH:42]=[CH:43][C:44]=3[C:36]([OH:46])=[O:37])=[O:45])[CH:3]=[CH:4][C:5]=2[N:9]=1 |f:4.5|. Reported procedure: To a 100 mL round-bottomed flask equipped with a magnetic stir bar was added tert-butyl 6-amino-2-(bis(tert-butoxycarbonyl)amino)-1H-benzo[d]imidazole-1-carboxylate (0.142 g, 0.317 mmol), dichoromethane (10 mL) and isobenzofuran-1,3-dione (0.047 g, 0.317 mmol). The stirring solution was allowed stir for 24 hours at room temperature. Volatiles were evaporated under reduced pressure. The resulting residue was dissolved up in a 1:1:2 mixture of concentrated HCl, H2O and THF (10 mL) and allowed to s... Starting materials: C1CCOC1, O=C=NCCCl, NC(Cc1ccc(F)cc1)c1ccccc1. Product: Fc1ccc(CC(NC2=NCCO2)c2ccccc2)cc1. RXN SMILES: [CH2:23]1[O:24][CH2:25][CH2:26][CH2:27]1.[Cl:17][CH2:18][CH2:19][N:20]=[C:21]=[O:22].[F:1][c:2]1[cH:3][cH:4][c:5]([CH2:8][CH:9]([c:10]2[cH:11][cH:12][cH:13][cH:14][cH:15]2)[NH2:16])[cH:6][cH:7]1>>[F:1][c:2]1[cH:3][cH:4][c:5]([CH2:8][CH:9]([c:10]2[cH:11][cH:12][cH:13][cH:14][cH:15]2)[NH:16][C:21]2=[N:20][CH2:19][CH2:18][O:22]2)[cH:6][cH:7]1. Starting materials: C1CCC2=NCCCN2CC1, COCCOC, Cc1ccc(-c2nc(N)nc(S(C)=O)c2C#N)o1, OCc1ccccn1. Yields the product Cc1ccc(-c2nc(N)nc(OCc3ccccn3)c2C#N)o1. RXN SMILES: [CH2:27]1[CH2:28][CH2:29][C:30]2=[N:35][CH2:34][CH2:33][CH2:32][N:31]2[CH2:36][CH2:37]1.[CH3:38][O:39][CH2:40][CH2:41][O:42][CH3:43].[NH2:1][c:2]1[n:3][c:4](-[c:13]2[o:14][c:15]([CH3:18])[cH:16][cH:17]2)[c:5]([C:11]#[N:12])[c:6]([S:8]([CH3:9])=[O:10])[n:7]1.[OH:19][CH2:20][c:21]1[n:22][cH:23][cH:24][cH:25][cH:26]1>>[NH2:1][c:2]1[n:3][c:4](-[c:13]2[o:14][c:15]([CH3:18])[cH:16][cH:17]2)[c:5]([C:11]#[N:12])[c:6]([O:19][CH2:20][c:21]2[n:22][cH:23][cH:24][cH:25][cH:26]2)[n:7]1.